Dataset: the Open Reaction Database (ORD), a public repository of structured organic reaction records. Task: describe an organic reaction: reactants, conditions, products, and yield Starting materials: C(C)(=O)N[C@H]1[C@@H](OCCCCCCCCC(=O)OC)O[C@@H]([C@@H]([C@@H]1O[C@H]1[C@H](O)[C@@H](O)[C@@H](O)[C@H](O1)CO)O)CO (8-Methoxycarbonyloctyl 2-acetamido-2-deoxy-3-O-(β-D-galactopyranosyl)-α-D-galactopyranoside), O.NN (hydrazine hydrate). Conditions: time 2 hour. The product is C(C)(=O)N[C@H]1[C@@H](OCCCCCCCCC(=O)NN)O[C@@H]([C@@H]([C@@H]1O[C@H]1[C@H](O)[C@@H](O)[C@@H](O)[C@H](O1)CO)O)CO (8-Hydrazinocarbonyloctyl 2-acetamido-2-deoxy-3-O-(β-D-galactopyranosyl)-α-D-galactopyranoside). Reaction SMILES: [C:1]([NH:4][C@@H:5]1[C@@H:23]([O:24][C@@H:25]2[O:33][C@H:32]([CH2:34][OH:35])[C@H:30]([OH:31])[C@H:28]([OH:29])[C@H:26]2[OH:27])[C@@H:22]([OH:36])[C@@H:21]([CH2:37][OH:38])[O:20][C@@H:6]1[O:7][CH2:8][CH2:9][CH2:10][CH2:11][CH2:12][CH2:13][CH2:14][CH2:15][C:16](OC)=[O:17])(=[O:3])[CH3:2].O.[NH2:40][NH2:41]>>[C:1]([NH:4][C@@H:5]1[C@@H:23]([O:24][C@@H:25]2[O:33][C@H:32]([CH2:34][OH:35])[C@H:30]([OH:31])[C@H:28]([OH:29])[C@H:26]2[OH:27])[C@@H:22]([OH:36])[C@@H:21]([CH2:37][OH:38])[O:20][C@@H:6]1[O:7][CH2:8][CH2:9][CH2:10][CH2:11][CH2:12][CH2:13][CH2:14][CH2:15][C:16]([NH:40][NH2:41])=[O:17])(=[O:3])[CH3:2] |f:1.2|. Reported procedure: Compound (6) was dissolved in hydrazine hydrate and left to stand for 2 h. At that time, the solvent was removed by co-evaporation with butanol-water 1:1 (v/v) 3×5 mL) to provide the hydrazide (7) used in preparing artificial antigens and immunoadsorbents as described below. Starting materials: CC(C)(C)NS(=O)(=O)c1cccc(Br)c1, Cc1cnc(Cl)nc1N, ClCCl, C1COCCO1, O=C(C=Cc1ccccc1)C=Cc1ccccc1, O=C(C=Cc1ccccc1)C=Cc1ccccc1, O=C(C=Cc1ccccc1)C=Cc1ccccc1, [Pd], [Pd]. Product: Cc1cnc(Cl)nc1Nc1cccc(S(=O)(=O)NC(C)(C)C)c1. RXN SMILES: [Br:10][c:11]1[cH:12][c:13]([S:17](=[O:18])(=[O:19])[NH:20][C:21]([CH3:22])([CH3:23])[CH3:24])[cH:14][cH:15][cH:16]1.[Cl:1][c:2]1[n:3][cH:4][c:5]([CH3:9])[c:6]([NH2:8])[n:7]1.[Cl:31][CH2:32][Cl:33].[O:25]1[CH2:26][CH2:27][O:28][CH2:29][CH2:30]1.[O:36]=[C:37]([CH:38]=[CH:39][c:40]1[cH:41][cH:42][cH:43][cH:44][cH:45]1)[CH:46]=[CH:47][c:48]1[cH:49][cH:50][cH:51][cH:52][cH:53]1.[O:54]=[C:55]([CH:56]=[CH:57][c:58]1[cH:59][cH:60][cH:61][cH:62][cH:63]1)[CH:64]=[CH:65][c:66]1[cH:67][cH:68][cH:69][cH:70][cH:71]1.[O:72]=[C:73]([CH:74]=[CH:75][c:76]1[cH:77][cH:78][cH:79][cH:80][cH:81]1)[CH:82]=[CH:83][c:84]1[cH:85][cH:86][cH:87][cH:88][cH:89]1.[Pd:34].[Pd:35]>>[Cl:1][c:2]1[n:3][cH:4][c:5]([CH3:9])[c:6]([NH:8][c:11]2[cH:12][c:13]([S:17](=[O:18])(=[O:19])[NH:20][C:21]([CH3:22])([CH3:23])[CH3:24])[cH:14][cH:15][cH:16]2)[n:7]1. Starting materials: [OH-].[Na+] (NaOH), S1C2=C(C=C1)C(C=1SC=CC1C2=O)=O (benzo[1,2-b:4,5-b′]dithiophene-4,8-dione), C1(=CC=C(C=C1)S(=O)(=O)OCCCCCCCC)C (octyl p-toluenesulfonate). The reagents and catalysts are [Zn] (zinc). Run in C(C)O (ethanol). The product is C(CCCCCCC)OC1=C2C(SC=C2)=C(C2=C1SC=C2)OCCCCCCCC (4,8-Dioctoxybenzo[1,2-b:4,5-b′]dithiophene). Isolated yield 62.0%. Reaction SMILES: [S:1]1[CH:5]=[CH:4][C:3]2[C:6](=[O:14])[C:7]3[S:8][CH:9]=[CH:10][C:11]=3[C:12](=[O:13])[C:2]1=2.[OH-].[Na+].C1(C)C=CC(S(O[CH2:27][CH2:28][CH2:29][CH2:30][CH2:31][CH2:32][CH2:33][CH3:34])(=O)=O)=CC=1>[Zn].C(O)C>[CH2:5]([O:14][C:6]1[C:7]2[S:8][CH:9]=[CH:10][C:11]=2[C:12]([O:13][CH2:34][CH2:33][CH2:32][CH2:31][CH2:30][CH2:29][CH2:28][CH3:27])=[C:2]2[S:1][CH:5]=[CH:4][C:3]=12)[CH2:4][CH2:3][CH2:2][CH2:12][CH2:11][CH2:7][CH3:6] |f:1.2|. Procedure details: 1.0 g (4.5 mmol) of benzo[1,2-b:4,5-b′]dithiophene-4,8-dione was mixed with 0.65 g (10 mmol) of zinc dust in a flask. Then, 4 ml of ethanol and 15 ml of 20% NaOH was added and the mixture was refluxed for 1 h. 4.3 mL octyl p-toluenesulfonate was added in portions with stirring until the color changed to red. The resulting precipitate was filtered, the filtrate was diluted with 100 mL water and extracted with 100 mL chloroform. The organic extraction was dried with anhydrous sodium sulfate and ev...